From a dataset of the Open Reaction Database (ORD), a public repository of structured organic reaction records. describe an organic reaction: reactants, conditions, products, and yield Run at time 20 minute. As a reaction SMILES: [CH3:1][O:2][C:3]1[CH:20]=[CH:19][C:18]2[C@@H:17]3[C@H:8]([C@@H:9]4[C@@:13]([CH2:15][CH2:16]3)([CH3:14])[C@H:12]([CH2:21][OH:22])[CH2:11][CH2:10]4)[CH2:7][CH2:6][C:5]=2[CH:4]=1.CC(O)C.O>CS(C)=O.C(N(CC)CC)C>[CH3:1][O:2][C:3]1[CH:20]=[CH:19][C:18]2[C@@H:17]3[C@H:8]([C@@H:9]4[C@@:13]([CH2:15][CH2:16]3)([CH3:14])[C@H:12]([CH:21]=[O:22])[CH2:11][CH2:10]4)[CH2:7][CH2:6][C:5]=2[CH:4]=1. The solvent is CS(=O)C (dimethyl sulfoxide), CS(=O)C (dimethyl sulfoxide), C(C)N(CC)CC (triethylamine). Isolated yield 80.2%. Yields the product COC1=CC=2CC[C@H]3[C@H]4CC[C@H]([C@@]4(C)CC[C@@H]3C2C=C1)C=O ((14β,17α)-3-methoxyestra-1,3,5(10)-triene-17-carboxaldehyde). Procedure: i)—A solution of sulfur trioxide pyridine complex (50.0 g) in dimethyl sulfoxide (250 ml) was added in 15 min. to a solution of (14β,17α)-3-methoxyestra-1,3,5(10)-triene-17-methanol (Example 1, step ii; 23.6 g) in a mixture of dimethyl sulfoxide (425 ml) and triethylamine (70 ml). After 20 min. stirring, 2-propanol (88 ml) was added and stirring was continued for 15 min. The reaction mixture was poured into water (1300 ml) and the product was extracted into dichloromethane. The combined organic ... Starting materials: COC1=CC=2CC[C@H]3[C@H]4CC[C@H]([C@@]4(C)CC[C@@H]3C2C=C1)CO ((14β,17α)-3-methoxyestra-1,3,5(10)-triene-17-methanol), CC(C)O (2-propanol), O (water). Starting materials: C#CC(C)O, CN(C)C=O, Cc1nc(Cl)cc(-c2cccc(F)c2F)n1, [H-], [Na+], O. The product is C#CC(C)Oc1cc(-c2cccc(F)c2F)nc(C)n1. Reaction SMILES: [CH3:17][CH:18]([C:19]#[CH:20])[OH:21].[CH3:25][N:26]([CH3:27])[CH:28]=[O:29].[Cl:1][c:2]1[n:3][c:4]([CH3:16])[n:5][c:6](-[c:8]2[c:9]([F:15])[c:10]([F:14])[cH:11][cH:12][cH:13]2)[cH:7]1.[H-:22].[Na+:23].[OH2:24]>>[c:2]1([O:21][CH:18]([CH3:17])[C:19]#[CH:20])[n:3][c:4]([CH3:16])[n:5][c:6](-[c:8]2[c:9]([F:15])[c:10]([F:14])[cH:11][cH:12][cH:13]2)[cH:7]1. The reactants are C1(CCCCC1)N=C=NC1CCCCC1 (N,N′-Dicyclohexylcarbodiimide), N1C=C(C2=CC=CC=C12)SC1=C(C=CC=C1)CC(=O)O ([2-(1H-Indol-3-ylsulfanyl)-phenyl]-acetic acid), CNC (dimethyl amine). Run in CN(C)C=O (DMF), C(C)#N (acetonitril). Conditions: time 10 minute. Product: N1C=C(C2=CC=CC=C12)SC1=C(C=CC=C1)CC(=O)N(C)C (2-[2-(1H-indol-3-ylsulfanyl)-phenyl]-N,N-dimethyl-acetamide). The yield is 17.8%. As a reaction SMILES: [CH:1]1([N:7]=[C:8]=NC2CCCCC2)CCCCC1.[NH:16]1[C:24]2[C:19](=[CH:20][CH:21]=[CH:22][CH:23]=2)[C:18]([S:25][C:26]2[CH:31]=[CH:30][CH:29]=[CH:28][C:27]=2[CH2:32][C:33]([OH:35])=O)=[CH:17]1.CNC>CN(C=O)C.C(#N)C>[NH:16]1[C:24]2[C:19](=[CH:20][CH:21]=[CH:22][CH:23]=2)[C:18]([S:25][C:26]2[CH:31]=[CH:30][CH:29]=[CH:28][C:27]=2[CH2:32][C:33]([N:7]([CH3:8])[CH3:1])=[O:35])=[CH:17]1. Procedure: N,N′-Dicyclohexylcarbodiimide (875 mg, 4.2 mmol) is added to [2-(1H-Indol-3-ylsulfanyl)-phenyl]-acetic acid (600 mg, 2.1 mmol) in 3 mL dry DMF and 7 mL acetonitril and stirred for 10 minutes at room temperature. 5.3 mL dimethyl amine (2M in THF, 10.6 mmol) is added and the reaction mixture is stirred 16 hours at room temperature. The reaction mixture is concentrated in vacuo. The residue is extracted with ethyl acetate (3 times). The combined orgnic phases are washed with brine, dried with MgSO4... Starting materials: C(C)OC(=O)C1=C(NC(=C(C1C1=C(C=CC=C1)SC)C(=O)OCC)C)C (diethyl-2,6-dimethyl-4-(2-methylthiophenyl)-1,4-dihydropyridine-3,5-dicarboxylate), ClC1=CC(=CC=C1)C(=O)OO (m-chloroperbenzoic acid). Run in C(Cl)Cl (CH2Cl2), C(Cl)Cl (CH2Cl2). Yields the product CC=1NC(=C(C(C1C(=O)OCC)C1=C(C=CC=C1)S(=O)C)C(=O)OCC)C (Diethyl 1,4-dihydro-2,6-dimethyl-4-[2-(methylsulfinyl)-phenyl]-3,5-pyridinedicarboxylate). The yield is 96.6%. Reaction SMILES: [CH2:1]([O:3][C:4]([C:6]1[CH:11]([C:12]2[CH:17]=[CH:16][CH:15]=[CH:14][C:13]=2[S:18][CH3:19])[C:10]([C:20]([O:22][CH2:23][CH3:24])=[O:21])=[C:9]([CH3:25])[NH:8][C:7]=1[CH3:26])=[O:5])[CH3:2].ClC1C=CC=C(C(OO)=[O:35])C=1>C(Cl)Cl>[CH3:26][C:7]1[NH:8][C:9]([CH3:25])=[C:10]([C:20]([O:22][CH2:23][CH3:24])=[O:21])[CH:11]([C:12]2[CH:17]=[CH:16][CH:15]=[CH:14][C:13]=2[S:18]([CH3:19])=[O:35])[C:6]=1[C:4]([O:3][CH2:1][CH3:2])=[O:5]. Reported procedure: A solution of 1.092 g (2.91 mm) of diethyl-2,6-dimethyl-4-(2-methylthiophenyl)-1,4-dihydropyridine-3,5-dicarboxylate 33 in 35 mL of dry CH2Cl2 was stirred at -78° C. under Ar and treated with 650 mg (3.20 mm) of m-chloroperbenzoic acid. After 1 hour the reaction was diluted with CH2Cl2 (150 mL) and washed with 10% aqueous sodium thiosulfate, H2O, and brine, dried (anhydrous MgSO4), filtered and concentrated to give 1.10 g of crude sulfoxide 34 (100%) used without purification for the following s... Starting materials: ClC1=NC=C(C=C1)C(F)(F)F (2-chloro-5-trifluoromethyl pyridine), CC1(OC2=C(C1)C=CC=C2)O (2,3-dihydro-2-methyl benzofuranol), C([O-])([O-])=O.[K+].[K+] (potassium carbonate), CS(=O)C (dimethylsulfoxide). Solvent: O (water). Conditions: time 8 hour. Yields the product CC1OC2=C(C1)C=C(C=C2)OC2=NC=C(C=C2)C(F)(F)F (2-methyl-5-(5-trifluoromethyl-2-pyridyloxy)-2,3-dihydrobenzofuran). Isolated yield 73.4%. RXN SMILES: Cl[C:2]1[CH:7]=[CH:6][C:5]([C:8]([F:11])([F:10])[F:9])=[CH:4][N:3]=1.[CH3:12][C:13]1(O)[CH2:17][C:16]2[CH:18]=[CH:19][CH:20]=[CH:21][C:15]=2[O:14]1.C(=O)([O-])[O-:24].[K+].[K+].CS(C)=O>O>[CH3:12][CH:13]1[CH2:17][C:16]2[CH:18]=[C:19]([O:24][C:2]3[CH:7]=[CH:6][C:5]([C:8]([F:11])([F:10])[F:9])=[CH:4][N:3]=3)[CH:20]=[CH:21][C:15]=2[O:14]1 |f:2.3.4|. Procedure details: A stirred mixture of 2.18 grams (0.012 mole) of 2-chloro-5-trifluoromethyl pyridine, 1.80 grams (0.012 mole) of 2,3-dihydro-2-methyl benzofuranol, 2.07 grams (0.015 mole) of potassium carbonate and 80 milliliters of dimethylsulfoxide was heated, under anhydrous conditions, at a temperature in the range of 65°-72° C. for about 72 hours. After heating was discontinued, the mixture was stirred overnight, then poured into 800 milliliters of water and extracted with 2×250 milliliter portions of dieth... The reactants are C[O-], CN(C)C=O, O=C1c2ccc(F)cc2OCC2CCCN12, [Na+], O. Product: COc1ccc2c(c1)OCC1CCCN1C2=O. Reaction SMILES: [CH3:17][O-:18].[CH3:20][N:21]([CH3:22])[CH:23]=[O:24].[F:1][c:2]1[cH:3][c:4]2[c:5]([cH:15][cH:16]1)[C:6](=[O:14])[N:7]1[CH:8]([CH2:9][O:10]2)[CH2:11][CH2:12][CH2:13]1.[Na+:19].[OH2:25]>>[c:2]1([O:18][CH3:17])[cH:3][c:4]2[c:5]([cH:15][cH:16]1)[C:6](=[O:14])[N:7]1[CH:8]([CH2:9][O:10]2)[CH2:11][CH2:12][CH2:13]1. The reactants are Cc1nc(N)sc1C(C)(C)C, CCN(C(C)C)C(C)C, O=C(Cl)OCC(Cl)(Cl)Cl, ClCCl, O=C(C1CCOCC1)N1CCCNCC1. Yields the product Cc1nc(NC(=O)N2CCCN(C(=O)C3CCOCC3)CC2)sc1C(C)(C)C. Reaction SMILES: [C:1]([CH3:2])([CH3:3])([CH3:4])[c:5]1[c:6]([CH3:11])[n:7][c:8]([NH2:10])[s:9]1.[CH:21]([N:22]([CH2:23][CH3:24])[CH:25]([CH3:26])[CH3:27])([CH3:28])[CH3:29].[Cl:12][C:13](=[O:14])[O:15][CH2:16][C:17]([Cl:18])([Cl:19])[Cl:20].[Cl:45][CH2:46][Cl:47].[N:30]1([C:37](=[O:38])[CH:39]2[CH2:40][CH2:41][O:42][CH2:43][CH2:44]2)[CH2:31][CH2:32][NH:33][CH2:34][CH2:35][CH2:36]1>>[C:1]([CH3:2])([CH3:3])([CH3:4])[c:5]1[c:6]([CH3:11])[n:7][c:8]([NH:10][C:13](=[O:14])[N:33]2[CH2:32][CH2:31][N:30]([C:37](=[O:38])[CH:39]3[CH2:40][CH2:41][O:42][CH2:43][CH2:44]3)[CH2:36][CH2:35][CH2:34]2)[s:9]1. Starting materials: COc1cc2c(c3c1OC(C)(C)C3)C(c1cccc(NS(C)(=O)=O)c1)=NC(C)(C)C2, CN(C)C=O, CN(C)C=NS(=O)(=O)CCCCl, [H-], [I-], [Na+], [Na+], O. Product: COc1cc2c(c3c1OC(C)(C)C3)C(c1cccc(N(CCCS(=O)(=O)N=CN(C)C)S(C)(=O)=O)c1)=NC(C)(C)C2. As a reaction SMILES: [CH3:3][O:4][c:5]1[cH:6][c:7]2[c:12]([c:13]3[c:14]1[O:15][C:16]([CH3:18])([CH3:19])[CH2:17]3)[C:11]([c:20]1[cH:21][c:22]([NH:26][S:27](=[O:28])(=[O:29])[CH3:30])[cH:23][cH:24][cH:25]1)=[N:10][C:9]([CH3:31])([CH3:32])[CH2:8]2.[CH3:47][N:48]([CH3:49])[CH:50]=[O:51].[Cl:35][CH2:36][CH2:37][CH2:38][S:39](=[O:40])(=[O:41])[N:42]=[CH:43][N:44]([CH3:45])[CH3:46].[H-:1].[I-:34].[Na+:2].[Na+:33].[OH2:52]>>[CH3:3][O:4][c:5]1[cH:6][c:7]2[c:12]([c:13]3[c:14]1[O:15][C:16]([CH3:18])([CH3:19])[CH2:17]3)[C:11]([c:20]1[cH:21][c:22]([N:26]([S:27](=[O:28])(=[O:29])[CH3:30])[CH2:36][CH2:37][CH2:38][S:39](=[O:40])(=[O:41])[N:42]=[CH:43][N:44]([CH3:45])[CH3:46])[cH:23][cH:24][cH:25]1)=[N:10][C:9]([CH3:31])([CH3:32])[CH2:8]2. Reactants: OC=1C=C(C(=O)O)C=CC1C (3-hydroxy-4-methylbenzoic acid), COC=1C=C(C(=O)O)C=CC1C (3-methoxy-4-methylbenzoic acid). The product is COC=1C=C(C(=O)OC)C=CC1C (methyl 3-methoxy-4-methylbenzoate). RXN SMILES: O[C:2]1C=C(C=CC=1C)C(O)=O.[CH3:12][O:13][C:14]1[CH:15]=[C:16]([CH:20]=[CH:21][C:22]=1[CH3:23])[C:17]([OH:19])=[O:18]>>[CH3:12][O:13][C:14]1[CH:15]=[C:16]([CH:20]=[CH:21][C:22]=1[CH3:23])[C:17]([O:19][CH3:2])=[O:18]. Procedure: The process according to claim 1, wherein 3-hydroxy-4-methylbenzoic acid in the form of a mixture with 3-methoxy-4-methylbenzoic acid is reacted to give methyl 3-methoxy-4-methylbenzoate. The reactants are Br[Mg]c1ccccc1 (effective_coupling_partner), CCN(CC)C(=O)Oc1c(C)cccc1C (substrate). The reagents and catalysts are CC(O)c1ccccc1P(c2ccccc2)c3ccccc3. Conditions: temperature 25 celsius, time 12 hour. The product is Cc1cccc(C)c1c2ccccc2.